This data is from the Open Reaction Database (ORD), a public repository of structured organic reaction records. The task is: describe an organic reaction: reactants, conditions, products, and yield RXN SMILES: C(OC(=O)[NH:7][CH:8]1[CH2:13][CH2:12][N:11]([C:14]2[N:19]=[C:18]([C:20]3[CH:29]=[CH:28][C:27]4[C:26]([CH3:31])([CH3:30])[CH2:25][CH2:24][C:23]([CH3:33])([CH3:32])[C:22]=4[CH:21]=3)[CH:17]=[CH:16][N:15]=2)[CH2:10][CH2:9]1)(C)(C)C.Cl>>[CH3:30][C:26]1([CH3:31])[CH2:25][CH2:24][C:23]([CH3:32])([CH3:33])[C:22]2[CH:21]=[C:20]([C:18]3[CH:17]=[CH:16][N:15]=[C:14]([N:11]4[CH2:12][CH2:13][CH:8]([NH2:7])[CH2:9][CH2:10]4)[N:19]=3)[CH:29]=[CH:28][C:27]1=2. The reactants are C(C)(C)(C)OC(NC1CCN(CC1)C1=NC=CC(=N1)C1=CC=2C(CCC(C2C=C1)(C)C)(C)C)=O ({1-[4-(5,5,8,8-tetramethyl-5,6,7,8-tetrahydronaphthalen-2-yl)pyrimidin-2-yl]piperidin-4-yl}carbamic acid tert-butyl ester), Cl (hydrochloride). Procedure: The above compound is prepared analogously to FS201 {1-[4-(5,5,8,8-tetramethyl-5,6,7,8-tetrahydronaphthalen-2-yl)pyrimidin-2-yl]piperidin-4-yl}carbamic acid tert-butyl ester. The product is in the form of the hydrochloride. Product: CC1(C=2C=CC(=CC2C(CC1)(C)C)C1=NC(=NC=C1)N1CCC(CC1)N)C (1-[4-(5,5,8,8-Tetramethyl-5,6,7,8-tetrahydronaphthalen-2-yl)pyrimidin-2-yl]-piperidin-4-ylamine). The reactants are OC12CC3C(C(CC(C1)C3)C2)=O (5-hydroxy adamantanone), OS(=O)(=O)C(F)(F)F (triflic acid). The solvent is C1=CC=CC=C1 (benzene). Product: C1(=CC=CC=C1)C12CC3C(C(CC(C1)C3)C2)=O (5-phenyl adamantan one). Reaction SMILES: O[C:2]12[CH2:11][CH:6]3[CH2:7][CH:8]([CH2:10][CH:4]([C:5]3=[O:12])[CH2:3]1)[CH2:9]2.OS(C(F)(F)F)(=O)=O>C1C=CC=CC=1>[C:2]1([C:2]23[CH2:11][CH:6]4[CH2:7][CH:8]([CH2:10][CH:4]([C:5]4=[O:12])[CH2:3]2)[CH2:9]3)[CH:11]=[CH:6][CH:5]=[CH:4][CH:3]=1. Procedure details: Friedel Crafts reaction of benzene with 5-hydroxy adamantanone in presence of triflic acid over a period of about 1-4 h at reflux temperature to obtain 5-phenyl adamantan one. Starting materials: C(C1=CC=CC=C1)(=O)C1=CC=C(OCCCCCCNC(\C=C/C(=O)O)=O)C=C1 (N-[6-(4-benzoylphenoxy)-hexyl]-maleamic acid), C(C)(=O)[O-].[Na+] (sodium acetate). Solvent: C(C)(=O)O (acetic acid). Yields the product C(C1=CC=CC=C1)(=O)C1=CC=C(OCCCCCCN2C(C=CC2=O)=O)C=C1 (N-[6-(4-benzoylphenoxy)-hexyl]-maleimide), monohydrate. As a reaction SMILES: [C:1]([C:9]1[CH:29]=[CH:28][C:12]([O:13][CH2:14][CH2:15][CH2:16][CH2:17][CH2:18][CH2:19][NH:20][C:21](=[O:27])/[CH:22]=[CH:23]\[C:24]([OH:26])=O)=[CH:11][CH:10]=1)(=[O:8])[C:2]1[CH:7]=[CH:6][CH:5]=[CH:4][CH:3]=1.C([O-])(=O)C.[Na+]>C(O)(=O)C>[C:1]([C:9]1[CH:29]=[CH:28][C:12]([O:13][CH2:14][CH2:15][CH2:16][CH2:17][CH2:18][CH2:19][N:20]2[C:21](=[O:27])[CH:22]=[CH:23][C:24]2=[O:26])=[CH:11][CH:10]=1)(=[O:8])[C:2]1[CH:7]=[CH:6][CH:5]=[CH:4][CH:3]=1 |f:1.2|. Procedure: The compound can be prepared from N-[6-(4-benzoylphenoxy)-hexyl]-maleamic acid from Example 11 by reacting with acetic acid and sodium acetate according to the method described in Example 2. The desired maleimide was isolated as its monohydrate by flash column chromatography. Mp 84--6° C. (Found: C, 72.78; H, 6.28; N, 3.58%. C23H23NO3, H2O requires C, 73.19; H, 6.65; N, 3.69%). H.p.l.c. 100%. FAB ms 378 (MH+). 1H-n.m.r. (CDCl3) δ 6.9 (2H, m, aromatic), 6.6 (2H, d, CH=CH), 3.9 (2H, m, CH2), 3.5 (... Reactants: O=[N+]([O-])c1ccc(-c2n[nH]cc2Br)cc1, CN(C)C=O, [H-], CCI, [Na+]. Product: CCn1cc(Br)c(-c2ccc([N+](=O)[O-])cc2)n1. As a reaction SMILES: [Br:1][c:2]1[c:3](-[c:7]2[cH:8][cH:9][c:10]([N+:13](=[O:14])[O-:15])[cH:11][cH:12]2)[n:4][nH:5][cH:6]1.[CH3:21][N:22]([CH3:23])[CH:24]=[O:25].[H-:16].[I:18][CH2:19][CH3:20].[Na+:17]>>[Br:1][c:2]1[c:3](-[c:7]2[cH:8][cH:9][c:10]([N+:13](=[O:14])[O-:15])[cH:11][cH:12]2)[n:4][n:5]([CH2:19][CH3:20])[cH:6]1. The reactants are C, C1COCCO1, [H][H], O=[N+]([O-])c1cnccc1N1CCCC1, [Pd]. Reaction SMILES: [C:23].[CH2:17]1[O:18][CH2:19][CH2:20][O:21][CH2:22]1.[H:15][H:16].[N:1]1([c:6]2[c:7]([N+:12]([O-:13])=[O:14])[cH:8][n:9][cH:10][cH:11]2)[CH2:2][CH2:3][CH2:4][CH2:5]1.[Pd:24]>>[N:1]1([c:6]2[c:7]([NH2:12])[cH:8][n:9][cH:10][cH:11]2)[CH2:2][CH2:3][CH2:4][CH2:5]1. The product is Nc1cnccc1N1CCCC1. The product is O=C(O)CNCCc1ccc(-c2nc3ccc(C4(c5ccccc5)CC4)nc3s2)c(F)c1. Reactants: O=CC(=O)O, ClCCl, Cl, NCCc1ccc(-c2nc3ccc(C4(c5ccccc5)CC4)nc3s2)c(F)c1, O. As a reaction SMILES: [C:30]([CH:31]=[O:32])(=[O:33])[OH:34].[Cl:36][CH2:37][Cl:38].[ClH:35].[F:1][c:2]1[cH:3][c:4]([CH2:26][CH2:27][NH2:28])[cH:5][cH:6][c:7]1-[c:8]1[s:9][c:10]2[n:11][c:12]([C:17]3([c:20]4[cH:21][cH:22][cH:23][cH:24][cH:25]4)[CH2:18][CH2:19]3)[cH:13][cH:14][c:15]2[n:16]1.[OH2:29]>>[F:1][c:2]1[cH:3][c:4]([CH2:26][CH2:27][NH:28][CH2:31][C:30](=[O:33])[OH:34])[cH:5][cH:6][c:7]1-[c:8]1[s:9][c:10]2[n:11][c:12]([C:17]3([c:20]4[cH:21][cH:22][cH:23][cH:24][cH:25]4)[CH2:18][CH2:19]3)[cH:13][cH:14][c:15]2[n:16]1. Reactants: CC(=O)O[BH-](OC(C)=O)OC(C)=O, O=Cc1ccccc1, ClCCCl, CC(Nc1nccc(-n2cnc3ccccc32)n1)C1CCCNC1, [Na+]. The product is CC(Nc1nccc(-n2cnc3ccccc32)n1)C1CCCN(Cc2ccccc2)C1. As a reaction SMILES: [C:33]([O:34][BH-:35]([O:36][C:37](=[O:38])[CH3:39])[O:40][C:41](=[O:42])[CH3:43])(=[O:44])[CH3:45].[CH:25](=[O:26])[c:27]1[cH:28][cH:29][cH:30][cH:31][cH:32]1.[Cl:47][CH2:48][CH2:49][Cl:50].[NH:1]1[CH2:2][CH:3]([CH:7]([CH3:8])[NH:9][c:10]2[n:11][cH:12][cH:13][c:14](-[n:16]3[cH:17][n:18][c:19]4[c:20]3[cH:21][cH:22][cH:23][cH:24]4)[n:15]2)[CH2:4][CH2:5][CH2:6]1.[Na+:46]>>[N:1]1([CH2:25][c:27]2[cH:28][cH:29][cH:30][cH:31][cH:32]2)[CH2:2][CH:3]([CH:7]([CH3:8])[NH:9][c:10]2[n:11][cH:12][cH:13][c:14](-[n:16]3[cH:17][n:18][c:19]4[c:20]3[cH:21][cH:22][cH:23][cH:24]4)[n:15]2)[CH2:4][CH2:5][CH2:6]1.